From a dataset of the Open Reaction Database (ORD), a public repository of structured organic reaction records. describe an organic reaction: reactants, conditions, products, and yield The reactants are COC(C1=CC=C(C=C1)COCC)=O (4-(ethoxymethyl)benzoic acid methyl ester), [H-].[Al+3].[Li+].[H-].[H-].[H-] (Lithium aluminum hydride), O (water), [OH-].[Na+] (sodium hydroxide). Run in O1CCCC1 (tetrahydrofuran), O1CCCC1 (tetrahydrofuran). Conditions: time 12 hour. Product: C(C)OCC1=CC=C(C=C1)CO ([4-(ethoxymethyl)phenyl]methanol). Isolated yield 88.8%. RXN SMILES: [H-].[Al+3].[Li+].[H-].[H-].[H-].C[O:8][C:9](=O)[C:10]1[CH:15]=[CH:14][C:13]([CH2:16][O:17][CH2:18][CH3:19])=[CH:12][CH:11]=1.O.[OH-].[Na+]>O1CCCC1>[CH2:18]([O:17][CH2:16][C:13]1[CH:14]=[CH:15][C:10]([CH2:9][OH:8])=[CH:11][CH:12]=1)[CH3:19] |f:0.1.2.3.4.5,8.9|. Procedure: Lithium aluminum hydride (0.39 g) was suspended in tetrahydrofuran (10 mL), a solution of 4-(ethoxymethyl)benzoic acid methyl ester (2.0 g) synthesized in Reference Example 38 in tetrahydrofuran (50 mL) was added under ice-cooling, and the mixture was stirred at room temperature for 12 hr. The reaction mixture was ice-cooled, and water (1.0 mL) and aqueous sodium hydroxide solution (1 mol/L, 4.0 mL) were successively added dropwise. After warming to room temperature, the mixture was stirred for ...